This data is from the Open Reaction Database (ORD), a public repository of structured organic reaction records. The task is: describe an organic reaction: reactants, conditions, products, and yield Reactants: N1=CC=C(C=C1)N1C(=NC(=C1)C1=CC=C(C=C1)OCC1=CC=CC=C1)C1=CC=C(C=C1)F (1-(4-pyridyl)-2-(4-fluorophenyl)-4-(4-benzyloxyphenyl)imidazole). Reagents/catalysts: [Pd] (palladium on activated carbon). Solvent: CCOC(=O)C (EtOAc). Reaction conditions: time 10 hour. Product: N1=CC=C(C=C1)N1C(=NC(=C1)C1=CC=C(C=C1)O)C1=CC=C(C=C1)F (1-(4-Pyridyl)-2-(4-fluorophenyl)-4-(4-hydroxyphenyl)imidazole). The yield is 70.4%. RXN SMILES: [N:1]1[CH:6]=[CH:5][C:4]([N:7]2[CH:11]=[C:10]([C:12]3[CH:17]=[CH:16][C:15]([O:18]CC4C=CC=CC=4)=[CH:14][CH:13]=3)[N:9]=[C:8]2[C:26]2[CH:31]=[CH:30][C:29]([F:32])=[CH:28][CH:27]=2)=[CH:3][CH:2]=1>[Pd].CCOC(C)=O>[N:1]1[CH:2]=[CH:3][C:4]([N:7]2[CH:11]=[C:10]([C:12]3[CH:13]=[CH:14][C:15]([OH:18])=[CH:16][CH:17]=3)[N:9]=[C:8]2[C:26]2[CH:31]=[CH:30][C:29]([F:32])=[CH:28][CH:27]=2)=[CH:5][CH:6]=1. Reported procedure: A mixture containing 1-(4-pyridyl)-2-(4-fluorophenyl)-4-(4-benzyloxyphenyl)imidazole (0.13 g, 0.3 mmol) and 10% palladium on activated carbon (100 mg) in EtOAc was stirred under an atmosphere of H2 for 10 h, at which time the reaction mixture was filtered through a pad of Celite. The filtrate was concentrated under reduced pressure, and the residue was purified by flash chromatography, eluting with 1:1 EtOAc/hexanes. The material which was isolated was crystallized from EtOAc/hexanes to afford t... The reactants are O=C([O-])[O-], C1CCOC1, CNCc1ccccc1, [Ca+2], [Cl-], [Cl-], O=[N+]([O-])c1cccnc1Cl, Cl, [Na+], [Na+]. The product is CN(Cc1ccccc1)c1ncccc1[N+](=O)[O-]. Reaction SMILES: [C:11](=[O:12])([O-:13])[O-:14].[CH2:30]1[O:31][CH2:32][CH2:33][CH2:34]1.[CH3:17][NH:18][CH2:19][c:20]1[cH:21][cH:22][cH:23][cH:24][cH:25]1.[Ca+2:27].[Cl-:26].[Cl-:28].[Cl:1][c:2]1[n:3][cH:4][cH:5][cH:6][c:7]1[N+:8](=[O:9])[O-:10].[ClH:29].[Na+:15].[Na+:16]>>[c:2]1([N:18]([CH3:17])[CH2:19][c:20]2[cH:21][cH:22][cH:23][cH:24][cH:25]2)[n:3][cH:4][cH:5][cH:6][c:7]1[N+:8](=[O:9])[O-:10]. Starting materials: O=C1CCC2(CC1)C(=O)Nc1cc(Br)ccc12, [Cl-], [Li]C, [NH4+], C1CCOC1. Product: CC1(O)CCC2(CC1)C(=O)Nc1cc(Br)ccc12. As a reaction SMILES: [Br:3][c:4]1[cH:5][cH:6][c:7]2[c:8]([cH:9]1)[NH:10][C:11](=[O:19])[C:12]21[CH2:13][CH2:14][C:15](=[O:18])[CH2:16][CH2:17]1.[Cl-:20].[Li:1][CH3:2].[NH4+:21].[O:22]1[CH2:23][CH2:24][CH2:25][CH2:26]1>>[CH3:2][C:15]1([OH:18])[CH2:14][CH2:13][C:12]2([c:7]3[cH:6][cH:5][c:4]([Br:3])[cH:9][c:8]3[NH:10][C:11]2=[O:19])[CH2:17][CH2:16]1. Starting materials: Br, O=C([O-])C(=O)[O-], CCOCC, CO, Cc1ccc(S(=O)(=O)N2CCC(C(C#N)(c3ccc(F)cc3)c3ccccn3)CC2)cc1, [Na+], [OH-], Oc1ccccc1. As a reaction SMILES: [BrH:40].[C:43]([C:44](=[O:45])[O-:46])(=[O:47])[O-:48].[CH2:49]([O:50][CH2:51][CH3:52])[CH3:53].[CH3:54][OH:55].[F:1][c:2]1[cH:3][cH:4][c:5]([C:8]([C:9]#[N:10])([c:11]2[n:12][cH:13][cH:14][cH:15][cH:16]2)[CH:17]2[CH2:18][CH2:19][N:20]([S:23]([c:24]3[cH:25][cH:26][c:27]([CH3:28])[cH:29][cH:30]3)(=[O:31])=[O:32])[CH2:21][CH2:22]2)[cH:6][cH:7]1.[Na+:42].[OH-:41].[OH:33][c:34]1[cH:35][cH:36][cH:37][cH:38][cH:39]1>>[C:43]([C:44](=[O:45])[OH:46])(=[O:47])[OH:48].[F:1][c:2]1[cH:3][cH:4][c:5]([C:8]([C:9]#[N:10])([c:11]2[n:12][cH:13][cH:14][cH:15][cH:16]2)[CH:17]2[CH2:18][CH2:19][NH:20][CH2:21][CH2:22]2)[cH:6][cH:7]1. Yields the product O=C(O)C(=O)O, N#CC(c1ccc(F)cc1)(c1ccccn1)C1CCNCC1. Yields the product C(C1=CC=CC=C1)=NC(C)C (Benzylidene i-Propylamine). Run at time 40 minute. Procedure: To a three neck round bottom flask, equipped with a cold water condenser, 30 g of water and 26.5 g of benzaldehyde were added. The mixture was mixed using a magnetic stirrer for 3 minutes at room temperature. i-Propylamine (17.7 g) was added to the reaction flask in one portion, followed by vigorous stirring for 40 minutes. The agitation was stopped and the reaction mixture was allowed to stand for at least 15 minutes. The lower aqueous layer was separated from the reaction mixture. The upper la... Run in O (water). Reaction SMILES: [CH:1](=O)[C:2]1[CH:7]=[CH:6][CH:5]=[CH:4][CH:3]=1.[CH:9]([NH2:12])([CH3:11])[CH3:10]>O>[CH:1](=[N:12][CH:9]([CH3:11])[CH3:10])[C:2]1[CH:7]=[CH:6][CH:5]=[CH:4][CH:3]=1. The reactants are C(C1=CC=CC=C1)=O (benzaldehyde), C(C)(C)N (i-Propylamine). Yield: 105.8%.